From a dataset of the Open Reaction Database (ORD), a public repository of structured organic reaction records. describe an organic reaction: reactants, conditions, products, and yield The reactants are N1(CCCC1)CC=1C=C(C=CC1)C=1OC2=C(N1)C=CC=C2C(=O)OC (Methyl 2-(3-(pyrrolidin-1-ylmethyl)phenyl)benzo[d]oxazole-7-carboxylate), O.[NH4+] (ammonium water). The solvent is C(C)O (ethanol). Run at temperature 30 celsius, time 1 hour. Yields the product N1(CCCC1)CC=1C=C(C=CC1)C=1OC2=C(N1)C=CC=C2C(=O)N (2-(3-(pyrrolidin-1-ylmethyl)phenyl)benzo[d]oxazole-7-carboxamide). Yield: 24.2%. RXN SMILES: [N:1]1([CH2:6][C:7]2[CH:8]=[C:9]([C:13]3[O:14][C:15]4[C:21]([C:22]([O:24]C)=O)=[CH:20][CH:19]=[CH:18][C:16]=4[N:17]=3)[CH:10]=[CH:11][CH:12]=2)[CH2:5][CH2:4][CH2:3][CH2:2]1.O.[NH4+:27]>C(O)C>[N:1]1([CH2:6][C:7]2[CH:8]=[C:9]([C:13]3[O:14][C:15]4[C:21]([C:22]([NH2:27])=[O:24])=[CH:20][CH:19]=[CH:18][C:16]=4[N:17]=3)[CH:10]=[CH:11][CH:12]=2)[CH2:2][CH2:3][CH2:4][CH2:5]1 |f:1.2|. Reported procedure: Methyl 2-(3-(pyrrolidin-1-ylmethyl)phenyl)benzo[d]oxazole-7-carboxylate (56 mg, 0.18 mmol) and ammonium water (50.4 mg, 1.44 mmol) were added to ethanol (30 mL) and the mixture was stirred at 30° C. for 1 hr. The resulting mixture was evaporated under reduced pressure and purified with Pre-HPLC to obtain 2-(3-(pyrrolidin-1-ylmethyl)phenyl)benzo[d]oxazole-7-carboxamide (14 mg, yield 22%). 1H-NMR (400 MHz, DMSO-d6) δ 1.92 (s, 4H), 3.19 (s, 4H), 4.42 (s, 2H), 7.49 (s, 1H), 7.70-7.94 (m, 6H), 8.35-8... Starting materials: C([O-])([O-])=O.[Na+].[Na+] (sodium carbonate), C(CBr)O (glycol bromohydrin), C(C)(=O)NC1=CC=C(NCCNS(=O)(=O)C)C=C1 (4-acetylamino-N-(β-mesylaminoethyl)-aniline). Solvent: O (water). Reaction conditions: time 48 hour. The product is C(C)(=O)NC1=CC=C(N(CCNS(=O)(=O)C)CCO)C=C1 (4-acetylamino-N-(β-hydroxyethyl)-N-(β-mesylaminoethyl)-aniline). Reaction SMILES: [C:1]([NH:4][C:5]1[CH:18]=[CH:17][C:8]([NH:9][CH2:10][CH2:11][NH:12][S:13]([CH3:16])(=[O:15])=[O:14])=[CH:7][CH:6]=1)(=[O:3])[CH3:2].C(=O)([O-])[O-].[Na+].[Na+].[CH2:25]([OH:28])[CH2:26]Br>O>[C:1]([NH:4][C:5]1[CH:18]=[CH:17][C:8]([N:9]([CH2:26][CH2:25][OH:28])[CH2:10][CH2:11][NH:12][S:13]([CH3:16])(=[O:15])=[O:14])=[CH:7][CH:6]=1)(=[O:3])[CH3:2] |f:1.2.3|. Procedure: 0.037 mol (10 g) of 4-acetylamino-N-(β-mesylaminoethyl)-aniline is dissolved in 31 ml of boiling water. 7.4 g of sodium carbonate and 0.148 mol (18.5 g) of glycol bromohydrin are added, whilst stirring. After stirring for 4 hours in a boiling water bath, the reaction medium is filtered and the filtrate is then left to stand for 48 hours at 0° C. The 4-acetylamino-N-(β-hydroxyethyl)-N-(β-mesylaminoethyl)-aniline which has precipitated in crystalline form is filtered off. After recrystallisation f... Reactants: CC=1C=C(C=CC1Cl)O (3-methyl-4-chlorophenol), C(C)(C)(C)O (tertiary butanol), ClCC(CCCl)O (1,4-dichloro-2-butanol), [OH-].[Na+] (sodium hydroxide). Solvent: O (water). Conditions: temperature 40 celsius, time 10 hour. Yields the product ClCCC(COC1=CC(=C(C=C1)Cl)C)O (4-Chloro-1-(4-chloro-3-methylphenoxy)-2-butanol). RXN SMILES: [CH3:1][C:2]1[CH:3]=[C:4]([OH:9])[CH:5]=[CH:6][C:7]=1[Cl:8].C(O)(C)(C)C.Cl[CH2:16][CH:17]([OH:21])[CH2:18][CH2:19][Cl:20].[OH-].[Na+]>O>[Cl:20][CH2:19][CH2:18][CH:17]([OH:21])[CH2:16][O:9][C:4]1[CH:5]=[CH:6][C:7]([Cl:8])=[C:2]([CH3:1])[CH:3]=1 |f:3.4|. Reported procedure: To a mixture of 286 g. (2 moles) of 3-methyl-4-chlorophenol, 700 ml. of tertiary butanol, 700 ml. of water and 3.0 moles of 1,4-dichloro-2-butanol, sodium hydroxide (2.9 moles, 230 g. in 700 ml. water) was added with stirring at 40° C. to maintain a pH of 9.5-10.0 as the reaction progressed. The addition was 10 hr.; the reaction was stirred at 40° C. for 48 hr. The resulting reaction mixture was extracted with chloroform sodium hydroxide at 25° C. The chloroform extract was washed with sodium su...